Dataset: the Open Reaction Database (ORD), a public repository of structured organic reaction records. Task: describe an organic reaction: reactants, conditions, products, and yield The reactants are OC1CC2=C(C=3C(C4=CC=CC(=C4C(C3C(=C2CC1)O)=O)O)=O)O (2,5,7,12-tetrahydroxy-1,2,3,4,6,11-hexahydro-6,11-dioxonaphthacene), C1(CCCCC1)N=C=NC1CCCCC1 (dicyclohexylcarbodiimide), FC(C(=O)O)(F)F (trifluoroacetic acid). Solvent: CS(=O)C (dimethyl sulfoxide). Yields the product OC1=C2CCC(CC2=C(C=2C(C3=CC=CC(=C3C(C12)=O)O)=O)O)=O (5,7,12-trihydroxy-1,2,3,4,6,11-hexahydro-2,6,11-trioxonaphthacene). Reaction SMILES: [OH:1][CH:2]1[CH2:19][CH2:18][C:17]2[C:4](=[C:5]([OH:24])[C:6]3[C:7](=[O:23])[C:8]4[C:13]([C:14](=[O:21])[C:15]=3[C:16]=2[OH:20])=[C:12]([OH:22])[CH:11]=[CH:10][CH:9]=4)[CH2:3]1.C1(N=C=NC2CCCCC2)CCCCC1.FC(F)(F)C(O)=O>CS(C)=O>[OH:20][C:16]1[C:15]2[C:14](=[O:21])[C:13]3[C:8](=[CH:9][CH:10]=[CH:11][C:12]=3[OH:22])[C:7](=[O:23])[C:6]=2[C:5]([OH:24])=[C:4]2[C:17]=1[CH2:18][CH2:19][C:2](=[O:1])[CH2:3]2. Reported procedure: The alcohol of Example 20 (35 mg) was treated with 130 mg of dicyclohexylcarbodiimide and 0.4 ml of trifluoroacetic acid and 3 ml of dimethyl sulfoxide for 3 hours and then extracted several times with benzene. Evaporation of the benzene layers produced brown-red 5,7,12-trihydroxy-1,2,3,4,6,11-hexahydro-2,6,11-trioxonaphthacene (formula 18), m.p. above 300° C., infrared maximum 1730 cm-1). The reactants are Fc1ccc(Br)cc1, CCCCCC, COc1ccc(N2CCN(c3c(C)c(C)c4c(c3C)C(=O)C(C)(C)O4)CC2)cc1. The product is COc1ccc(N2CCN(c3c(C)c(C)c4c(c3C)C(O)(c3ccc(F)cc3)C(C)(C)O4)CC2)cc1. Reaction SMILES: [Br:1][c:2]1[cH:3][cH:4][c:5]([F:8])[cH:6][cH:7]1.[CH3:38][CH2:39][CH2:40][CH2:41][CH2:42][CH3:43].[CH3:9][O:10][c:11]1[cH:12][cH:13][c:14]([N:17]2[CH2:18][CH2:19][N:20]([c:23]3[c:24]([CH3:37])[c:25]([CH3:36])[c:26]4[c:27]([c:34]3[CH3:35])[C:28](=[O:33])[C:29]([CH3:31])([CH3:32])[O:30]4)[CH2:21][CH2:22]2)[cH:15][cH:16]1>>[c:2]1([C:28]2([OH:33])[c:27]3[c:26]([c:25]([CH3:36])[c:24]([CH3:37])[c:23]([N:20]4[CH2:19][CH2:18][N:17]([c:14]5[cH:13][cH:12][c:11]([O:10][CH3:9])[cH:16][cH:15]5)[CH2:22][CH2:21]4)[c:34]3[CH3:35])[O:30][C:29]2([CH3:31])[CH3:32])[cH:3][cH:4][c:5]([F:8])[cH:6][cH:7]1. Starting materials: N#Cc1ccccc1CBr, CC(C)(C)OC(=O)N1CCC(c2ccccc2)C(O)C1. Product: CC(C)(C)OC(=O)N1CCC(c2ccccc2)C(OCc2ccccc2C#N)C1. Reaction SMILES: [Br:21][CH2:22][c:23]1[c:24]([C:25]#[N:26])[cH:27][cH:28][cH:29][cH:30]1.[OH:1][CH:2]1[CH2:3][N:4]([C:14](=[O:15])[O:16][C:17]([CH3:18])([CH3:19])[CH3:20])[CH2:5][CH2:6][CH:7]1[c:8]1[cH:9][cH:10][cH:11][cH:12][cH:13]1>>[O:1]([CH:2]1[CH2:3][N:4]([C:14](=[O:15])[O:16][C:17]([CH3:18])([CH3:19])[CH3:20])[CH2:5][CH2:6][CH:7]1[c:8]1[cH:9][cH:10][cH:11][cH:12][cH:13]1)[CH2:22][c:23]1[c:24]([C:25]#[N:26])[cH:27][cH:28][cH:29][cH:30]1. Product: CC(C)(C)OC(=O)N1CCCCC1C1(O)CN(C(=O)c2cn3ccnc3c(Cl)c2Nc2ccc(I)cc2F)C1. As a reaction SMILES: [CH3:42][N:43]([CH3:44])[CH2:45][CH2:46][CH2:47][N:48]=[C:49]=[N:50][CH2:51][CH3:52].[CH3:53][N:54]([CH3:55])[c:56]1[cH:57][cH:58][n:59][cH:60][cH:61]1.[CH3:62][N:63]([CH3:64])[CH:65]=[O:66].[Cl:1][c:2]1[c:3]2[n:4]([cH:5][c:6]([C:17](=[O:18])[OH:19])[c:7]1[NH:8][c:9]1[c:10]([F:16])[cH:11][c:12]([I:15])[cH:13][cH:14]1)[cH:20][cH:21][n:22]2.[ClH:41].[OH:23][C:24]1([CH:28]2[N:29]([C:34](=[O:35])[O:36][C:37]([CH3:38])([CH3:39])[CH3:40])[CH2:30][CH2:31][CH2:32][CH2:33]2)[CH2:25][NH:26][CH2:27]1>>[Cl:1][c:2]1[c:3]2[n:4]([cH:5][c:6]([C:17](=[O:18])[N:26]3[CH2:25][C:24]([OH:23])([CH:28]4[N:29]([C:34](=[O:35])[O:36][C:37]([CH3:38])([CH3:39])[CH3:40])[CH2:30][CH2:31][CH2:32][CH2:33]4)[CH2:27]3)[c:7]1[NH:8][c:9]1[c:10]([F:16])[cH:11][c:12]([I:15])[cH:13][cH:14]1)[cH:20][cH:21][n:22]2. Starting materials: CCN=C=NCCCN(C)C, CN(C)c1ccncc1, CN(C)C=O, O=C(O)c1cn2ccnc2c(Cl)c1Nc1ccc(I)cc1F, Cl, CC(C)(C)OC(=O)N1CCCCC1C1(O)CNC1. Reactants: Nc1ncc(Br)cc1CN1CCCCC1, C=CC(=O)OC(C)(C)C, CC(=O)[O-], CC(=O)[O-], [Pd+2]. Yields the product CC(C)(C)OC(=O)C=Cc1cnc(N)c(CN2CCCCC2)c1. Reaction SMILES: [Br:1][c:2]1[cH:3][c:4]([CH2:9][N:10]2[CH2:11][CH2:12][CH2:13][CH2:14][CH2:15]2)[c:5]([NH2:8])[n:6][cH:7]1.[C:16]([CH:17]=[CH2:18])(=[O:19])[O:20][C:21]([CH3:22])([CH3:23])[CH3:24].[O-:26][C:27]([CH3:28])=[O:29].[O-:30][C:31]([CH3:32])=[O:33].[Pd+2:25]>>[c:2]1([CH:18]=[CH:17][C:16](=[O:19])[O:20][C:21]([CH3:22])([CH3:23])[CH3:24])[cH:3][c:4]([CH2:9][N:10]2[CH2:11][CH2:12][CH2:13][CH2:14][CH2:15]2)[c:5]([NH2:8])[n:6][cH:7]1. Starting materials: OC1=CC=C(C=C1)CC(C(=O)OCC)OC1=CC=C(C=C1)C(C)C (ethyl 3-(4-hydroxyphenyl)-2-(4-isopropylphenoxy)propionate), BrCCOC1OCCCC1 (2-(2-bromoethoxy)tetrahydropyran), C([O-])([O-])=O.[K+].[K+] (potassium carbonate). Procedure details: In a similar manner to that described in Reference example 3(e), a reaction was carried out using ethyl 3-(4-hydroxyphenyl)-2-(4-isopropylphenoxy)propionate (14.8 g), which is the product of Reference example 5(d), 2-(2-bromoethoxy)tetrahydropyran (28.2 g) and potassium carbonate (24.9 g) in dimethylformamide and the reaction mixture was treated to afford the desired compound (20.6 g) as a syrup. RXN SMILES: [OH:1][C:2]1[CH:7]=[CH:6][C:5]([CH2:8][CH:9]([O:15][C:16]2[CH:21]=[CH:20][C:19]([CH:22]([CH3:24])[CH3:23])=[CH:18][CH:17]=2)[C:10]([O:12][CH2:13][CH3:14])=[O:11])=[CH:4][CH:3]=1.Br[CH2:26][CH2:27][O:28][CH:29]1[CH2:34][CH2:33][CH2:32][CH2:31][O:30]1.C(=O)([O-])[O-].[K+].[K+]>CN(C)C=O>[CH:22]([C:19]1[CH:18]=[CH:17][C:16]([O:15][CH:9]([CH2:8][C:5]2[CH:6]=[CH:7][C:2]([O:1][CH2:26][CH2:27][O:28][CH:29]3[CH2:34][CH2:33][CH2:32][CH2:31][O:30]3)=[CH:3][CH:4]=2)[C:10]([O:12][CH2:13][CH3:14])=[O:11])=[CH:21][CH:20]=1)([CH3:23])[CH3:24] |f:2.3.4|. Isolated yield 100.1%. Run in CN(C=O)C (dimethylformamide). Product: C(C)(C)C1=CC=C(OC(C(=O)OCC)CC2=CC=C(C=C2)OCCOC2OCCCC2)C=C1 (Ethyl 2-(4-isopropylphenoxy)-3-[4-[2-(tetrahydropyran-2-yloxy)ethoxy]phenyl]propionate). Reactants: 657, O (water), Ethocel, solution, total solids, S(O)(O)(=O)=O (sulfuric acid), [Si](OCC)(OCC)(OCC)OCC (tetraethyl orthosilicate), C[Si](OCC)(OCC)OCC (methyl triethoxy silane), steel. Solvent: C(C)(C)O (isopropanol), C(C)O (ethanol). Reaction conditions: time 15 minute. Product: [Si](OCC)([O-])([O-])[O-].C[Si](OCC)(OCC)OCC (ethyl silicate methyltriethoxy silane). Yield: 90.0%. RXN SMILES: O.S(=O)(=O)(O)O.[Si:7]([O:17]CC)([O:14]CC)([O:11]CC)[O:8][CH2:9][CH3:10].[CH3:20][Si:21]([O:28][CH2:29][CH3:30])([O:25][CH2:26][CH3:27])[O:22][CH2:23][CH3:24]>C(O)C.C(O)(C)C>[Si:7]([O-:17])([O-:14])([O-:11])[O:8][CH2:9][CH3:10].[CH3:20][Si:21]([O:22][CH2:23][CH3:24])([O:28][CH2:29][CH3:30])[O:25][CH2:26][CH3:27] |f:6.7|. Procedure: A sample of 90% hydrolyzed ethyl silicate/methyltriethoxy silane co-condensate was prepared by adding water (11 grams) containing a trace of sulfuric acid to a solution of tetraethyl orthosilicate (37.5 grams) and methyl triethoxy silane (37.5 grams) in anhydrous ethanol (75 grams). Ethocel (4.5 grams) was added to thicken the solution. To a portion (11.5 grams) of the solution was added a 60% total solids TiO2 dispersion in isopropanol (40.3 grams) and a dispersing aid, Nuosperse 657 (3.5 grams... The reactants are C(C)(C)N1N=CN=C1C1=CN2CCOC3=C(C2=N1)C=CC(=C3)OC(C)C3CCNCC3 (2-(2-isopropyl-2H-[1,2,4]triazol-3-yl)-8-(1-piperidin-4-ylethoxy)-4,5-dihydro-6-oxa-1,3a-diazabenzo[e]azulene), CC(=O)C (acetone). Reagents/catalysts: [Pd] (Pd/C). The solvent is CO (MeOH). Run at time 16 hour. Yields the product HCO2H acetonitrile water, C(C)(C)N1N=CN=C1C=1N=C2N(CCOC3=C2C=CC(=C3)OC(C)C3CCN(CC3)C(C)C)C1 (2-(1-isopropyl-1H-1,2,4-triazol-5-yl)-9-(1-(1-isopropylpiperidin-4-yl)ethoxy)-5,6-dihydrobenzo[f]imidazo[1,2-d][1,4]oxazepine). The yield is 69.0%. Reaction SMILES: [CH:1]([N:4]1[C:8]([C:9]2[N:18]=[C:17]3[N:11]([CH2:12][CH2:13][O:14][C:15]4[CH:22]=[C:21]([O:23][CH:24]([CH:26]5[CH2:31][CH2:30][NH:29][CH2:28][CH2:27]5)[CH3:25])[CH:20]=[CH:19][C:16]=43)[CH:10]=2)=[N:7][CH:6]=[N:5]1)([CH3:3])[CH3:2].[CH3:32][C:33]([CH3:35])=O>CO.[Pd]>[CH:1]([N:4]1[C:8]([C:9]2[N:18]=[C:17]3[C:16]4[CH:19]=[CH:20][C:21]([O:23][CH:24]([CH:26]5[CH2:31][CH2:30][N:29]([CH:33]([CH3:35])[CH3:32])[CH2:28][CH2:27]5)[CH3:25])=[CH:22][C:15]=4[O:14][CH2:13][CH2:12][N:11]3[CH:10]=2)=[N:7][CH:6]=[N:5]1)([CH3:2])[CH3:3]. Reported procedure: A mixture of 2-(2-isopropyl-2H-[1,2,4]triazol-3-yl)-8-(1-piperidin-4-ylethoxy)-4,5-dihydro-6-oxa-1,3a-diazabenzo[e]azulene (211 mg, 0.50 mmol), acetone (6 mL) and 10% Pd/C (150 mg) in MeOH (2 mL) was stirred under an atmosphere of H2 at RT for 16 h. The reaction mixture was filtered through Celite® and the filtrate concentrated in vacuo. The resulting residue was purified by reverse phase HPLC (Phenomenex Gemini 5 μm C18, on a gradient 10-90%, 0.1% HCO2H acetonitrile/water) to afford 143 (161 mg... Reactants: O=C([O-])[O-], COCCBr, CC#N, [K+], [K+], CC(=O)c1cc(O)ccc1O. Yields the product COCCOc1ccc(O)c(C(C)=O)c1. Reaction SMILES: [C:17](=[O:18])([O-:19])[O-:20].[CH3:12][O:13][CH2:14][CH2:15][Br:16].[CH3:23][C:24]#[N:25].[K+:21].[K+:22].[OH:1][c:2]1[c:3]([C:9]([CH3:10])=[O:11])[cH:4][c:5]([OH:8])[cH:6][cH:7]1>>[OH:1][c:2]1[c:3]([C:9]([CH3:10])=[O:11])[cH:4][c:5]([O:8][CH2:15][CH2:14][O:13][CH3:12])[cH:6][cH:7]1.